From a dataset of the Open Reaction Database (ORD), a public repository of structured organic reaction records. describe an organic reaction: reactants, conditions, products, and yield Reactants: Cc1ccc(CC(=O)O)cc1, CNc1ccc(F)cc1. The reagents and catalysts are C1CCN(C1)[P+](N2CCCC2)(N3CCCC3)Br.F[P-](F)(F)(F)(F)F (PyBrOP), CCN(C(C)C)C(C)C (DIPEA). Run in CN(C)C=O (DMF), CN(C)C=O (DMF), CN(C)C=O (DMF), CN(C)C=O (DMF), CN(C)C=O (DMF), CN(C)C=O (DMF). Reaction conditions: temperature 25 celsius, time 2 hour. The product is Cc1ccc(CC(=O)N(C)c2ccc(F)cc2)cc1. Isolated yield 8.1%. RXN SMILES: CNc1ccc(F)cc1.Cc1ccc(CC(=O)O)cc1.C1CCN(C1)[P+](N2CCCC2)(N3CCCC3)Br.F[P-](F)(F)(F)(F)F.CCN(C(C)C)C(C)C.CN(C)C=O>>Cc1ccc(CC(=O)N(C)c2ccc(F)cc2)cc1. RXN SMILES: [NH2:1][C:2]1[N:6]([C:7]2[C:12]([Cl:13])=[CH:11][C:10]([C:14]([O:16]CC)=[O:15])=[CH:9][C:8]=2[Cl:19])[N:5]=[C:4]([CH2:20][CH3:21])[C:3]=1[C:22]([NH2:24])=[O:23].[CH3:25][O:26][C:27]1[CH:32]=[CH:31][C:30]([CH2:33][C:34](OC)=O)=[CH:29][CH:28]=1.[O-]CC.[Na+].CC(O)=O>C(O)C>[Cl:13][C:12]1[CH:11]=[C:10]([C:14]([OH:16])=[O:15])[CH:9]=[C:8]([Cl:19])[C:7]=1[N:6]1[C:2]2=[N:1][C:34]([CH2:33][C:30]3[CH:31]=[CH:32][C:27]([O:26][CH3:25])=[CH:28][CH:29]=3)=[N:24][C:22](=[O:23])[C:3]2=[C:4]([CH2:20][CH3:21])[NH:5]1 |f:2.3|. Solvent: C(C)O (ethanol), C(C)O (ethanol). Yields the product ClC1=C(C(=CC(=C1)C(=O)O)Cl)N1NC(=C2C1=NC(=NC2=O)CC2=CC=C(C=C2)OC)CC (1-(2,6-dichloro-4-carboxyphenyl)-3-ethyl-6-(4-methoxybenzyl)pyrazolo[3,4-d]pyrimidin-4-one). The yield is 75.1%. Reactants: NC1=C(C(=NN1C1=C(C=C(C=C1Cl)C(=O)OCC)Cl)CC)C(=O)N (5-amino-3-ethyl-1-(2,6-dichloro-4-carboethoxyphenyl)pyrazole-4-carboxamide), COC1=CC=C(C=C1)CC(=O)OC (methyl 4-methoxyphenylacetate), CC(=O)O (HOAc), [O-]CC.[Na+] (sodium ethoxide). Procedure: Part D: To a stirred solution of 500 mg (1.35 mmol) of 5-amino-3-ethyl-1-(2,6-dichloro-4-carboethoxyphenyl)pyrazole-4-carboxamide in 10 mL ethanol was added 1.45 g (8.1 mmol) of methyl 4-methoxyphenylacetate followed by 2.6 mL (8.1 mmol) of 2.66 M sodium ethoxide in ethanol. The reaction was heated at relux for 18 h and then 10% aq. HOAc was added. After stirring an additional hour at relux, the heat was removed and the reaction solution was poured into ice water, stirred 10 min. and filtered. T...